From a dataset of the Open Reaction Database (ORD), a public repository of structured organic reaction records. describe an organic reaction: reactants, conditions, products, and yield Reactants: CO (methanol), C1CCOC1 (THF), (NPCl2)n, alkyl or aryloxides, CO (methanol). The solvent is C1=CC=CC=C1 (benzene), C1=CC=CC=C1 (benzene). Conditions: temperature 300 fahrenheit. Yields the product C(C=C)C1=C(C=CC=C1)O (o-allylphenol). Reaction SMILES: [CH3:1][OH:2].[CH2:3]1[CH2:7]O[CH2:5][CH2:4]1>C1C=CC=CC=1>[CH2:3]([C:7]1[CH:5]=[CH:4][CH:3]=[CH:7][C:1]=1[OH:2])[CH:4]=[CH2:5]. Procedure: 200 g of linear (NPCl2)n in benzene (total volume is about 2400 ml) is added (20 to 30 minutes) the alkyl or aryloxides prepared in a) in 1200 ml of THF and 2500 ml of benzene. The reaction mixture is then stirred at about 300° F. for twenty-four hours. Upon cooling, the polymer is coagulated by pouring into a ten gallon can containing two gallons of methanol with agitation. The solvents are then drawn off. Additional methanol may be added if the polymer does not separate cleanly from the soluti... The reactants are amber glass, C(C=C)(=O)OCCCCCC(C)C (isooctyl acrylate), C(C=C)(=O)N (acrylamide), C(C)(=O)OC=C (vinyl acetate), N(=NC(C#N)(CC(C)C)C)C(C#N)(CC(C)C)C (2,2′-azobis(2,4-dimethylpentanenitrile)). Solvent: CO (methanol), C(C)(=O)OCC (ethyl acetate). Conditions: time 24 hour. Yields the product C(C=C)(=O)OCCCCCC(C)C.C(C=C)(=O)N.C(C)(=O)OC=C (Isooctyl Acrylate Acrylamide Vinyl Acetate). RXN SMILES: [C:1]([O:5][CH2:6][CH2:7][CH2:8][CH2:9][CH2:10][CH:11]([CH3:13])[CH3:12])(=[O:4])[CH:2]=[CH2:3].[C:14]([NH2:18])(=[O:17])[CH:15]=[CH2:16].[C:19]([O:22][CH:23]=[CH2:24])(=[O:21])[CH3:20].N(C(C)(CC(C)C)C#N)=NC(C)(CC(C)C)C#N>CO.C(OCC)(=O)C>[C:1]([O:5][CH2:6][CH2:7][CH2:8][CH2:9][CH2:10][CH:11]([CH3:13])[CH3:12])(=[O:4])[CH:2]=[CH2:3].[C:14]([NH2:18])(=[O:17])[CH:15]=[CH2:16].[C:19]([O:22][CH:23]=[CH2:24])(=[O:21])[CH3:20] |f:6.7.8|. Reported procedure: A 1 quart (0.95 liter) amber glass bottle was charged with 96.75 g of isooctyl acrylate, 6.45 g of acrylamide, 25.8 g of vinyl acetate, 0.129 g of 2,2′-azobis(2,4-dimethylpentanenitrile), 464.4 g of ethyl acetate and 51.6 g of methanol. The bottle was purged for 2 minutes with nitrogen at a flow rate of 1 liter per minute. The bottle was sealed and placed in a rotating water bath at 45° C. for 24 hours. The bottle was removed from the water bath, opened, and then charged with 0.129 g of 2,2′-azo... Reactants: C(Cl)Cl (CH2Cl2), ClC1=C2C(=NO1)C1=CC=CC=C1CC2 (3-chloro-4,5-dihydronaphth[1,2-c]isoxazole), C(C1=CC=CC=C1)N1CCNCC1 (1-benzylpiperazine), C(=O)([O-])[O-].[K+].[K+] (K2CO3). The solvent is CN1C(CCC1)=O (N-methylpyrrolidinone), CCOC(=O)C (EtOAc), C(Cl)(Cl)Cl (CHCl3). Run at time 2 hour. Yields the product C(C1=CC=CC=C1)N1CCN(CC1)C1=C2C(=NO1)C1=CC=CC=C1CC2 (3-(4-Benzyl-1-piperazinyl)4,5-dihydronaphth[1,2-c]isoxazole). As a reaction SMILES: Cl[C:2]1[O:6][N:5]=[C:4]2[C:7]3[C:12]([CH2:13][CH2:14][C:3]=12)=[CH:11][CH:10]=[CH:9][CH:8]=3.[CH2:15]([N:22]1[CH2:27][CH2:26][NH:25][CH2:24][CH2:23]1)[C:16]1[CH:21]=[CH:20][CH:19]=[CH:18][CH:17]=1.C([O-])([O-])=O.[K+].[K+].C(Cl)Cl>CN1CCCC1=O.C(Cl)(Cl)Cl.CCOC(C)=O>[CH2:15]([N:22]1[CH2:27][CH2:26][N:25]([C:2]2[O:6][N:5]=[C:4]3[C:7]4[C:12]([CH2:13][CH2:14][C:3]=23)=[CH:11][CH:10]=[CH:9][CH:8]=4)[CH2:24][CH2:23]1)[C:16]1[CH:17]=[CH:18][CH:19]=[CH:20][CH:21]=1 |f:2.3.4|. Procedure: A stirred mixture of 3-chloro-4,5-dihydronaphth[1,2-c]isoxazole (2.0 g, 9.75 mmol), 1-benzylpiperazine (17 ml, 97.5 mmol) and K2CO3 (2.7 g, 19.5 mmol) in 18 ml of N-methylpyrrolidinone under N2 was lowered into an oil bath preheated to 150° C. The mixture was heated while stirring under N2 for 2 hours. At that time, TLC (CH2Cl2) showed no remaining starting material. The mixture was removed from the heating bath, allowed to cool to room temperature and extracted with heptane. The organic phase w... Starting materials: ClC=1C=C2CC(N(C2=CC1)C(=O)N)=O (5-chloro-2-oxindole-1-carboxamide), BrC1=CC=C(O1)C(=O)Cl (5-bromo-2-furan carbonyl chloride), BrC1=CC=C(O1)C(=O)O (5-bromo-2-furancarboxylic acid), Cl (HCl). The reagents and catalysts are CN(C)C1=CC=NC=C1 (4-(N,N-dimethylamino)pyridine). The solvent is CN(C=O)C (N,N-dimethylformamide), CN(C=O)C (N,N-dimethylformamide), S(=O)(Cl)Cl (thionyl chloride). The product is ClC=1C=C2C(C(N(C2=CC1)C(=O)N)=O)C(=O)C=1OC(=CC1)Br (5-Chloro-3-(5-bromo-2-furanoyl)-2-oxindole-1-carboxamide). RXN SMILES: [Br:1][C:2]1[O:6][C:5]([C:7]([OH:9])=O)=[CH:4][CH:3]=1.[Cl:10][C:11]1[CH:12]=[C:13]2[C:17](=[CH:18][CH:19]=1)[N:16]([C:20]([NH2:22])=[O:21])[C:15](=[O:23])[CH2:14]2.BrC1OC(C(Cl)=O)=CC=1.Cl>S(Cl)(Cl)=O.CN(C1C=CN=CC=1)C.CN(C)C=O>[Cl:10][C:11]1[CH:12]=[C:13]2[C:17](=[CH:18][CH:19]=1)[N:16]([C:20]([NH2:22])=[O:21])[C:15](=[O:23])[CH:14]2[C:7]([C:5]1[O:6][C:2]([Br:1])=[CH:3][CH:4]=1)=[O:9]. Procedure details: Using the procedure of Example 32, 1.91 g (10.0 mmoles) of commercially available 5-bromo-2-furancarboxylic acid was dissolved in 10 ml of thionyl chloride and heated to reflux under nitrogen for 1 hour and the acid chloride product was recovered. A 40 ml N,N-dimethylformamide solution of 1.75 g (8.3 mmoles) of 5-chloro-2-oxindole-1-carboxamide and 3.05 g (25 mmoles) of 4-(N,N-dimethylamino)pyridine was reacted with 2.09 g (10 mmoles) of 5-bromo-2-furan carbonyl chloride in 10 ml of N,N-dimethyl... As a reaction SMILES: [Cl:1][c:2]1[cH:3][cH:4][c:5]([CH2:11][O:12][CH2:13][CH:14]([CH3:15])[CH3:16])[c:6]([C:7](=[O:8])[OH:9])[cH:10]1.[ClH:17].[NH2:18][CH:19]([CH3:20])[c:21]1[cH:22][cH:23][c:24]([C:25](=[O:26])[O:27][CH3:28])[cH:29][cH:30]1>>[Cl:1][c:2]1[cH:3][cH:4][c:5]([CH2:11][O:12][CH2:13][CH:14]([CH3:15])[CH3:16])[c:6]([C:7](=[O:9])[NH:18][CH:19]([CH3:20])[c:21]2[cH:22][cH:23][c:24]([C:25](=[O:26])[O:27][CH3:28])[cH:29][cH:30]2)[cH:10]1. Reactants: CC(C)COCc1ccc(Cl)cc1C(=O)O, Cl, COC(=O)c1ccc(C(C)N)cc1. The product is COC(=O)c1ccc(C(C)NC(=O)c2cc(Cl)ccc2COCC(C)C)cc1. Run at temperature 5 celsius. The reagents and catalysts are [Pd] (palladium on carbon). Procedure details: A solution of 4-methyl-3-nitro-1,1,1-trifluoro-2-pentanol (17.1 g) in isopropanol (115 ml) and acetic acid (0.43 ml) was hydrogenated over 10% palladium on carbon (2.4 g) at 3.5 bar pressure until uptake of hydrogen was complete. The catalyst was removed by filtration through diatomaceous earth and the filter cake washed with isopropanol. The filtrate was evaporated under vacuum until no further isopropanol distilled and the residue dissolved in acetonitrile (40 ml). A solution of oxalic acid (3... Run in C(C)(C)O (isopropanol), C(C)(=O)O (acetic acid). Starting materials: CC(C(C(C(F)(F)F)O)[N+](=O)[O-])C (4-methyl-3-nitro-1,1,1-trifluoro-2-pentanol), [H][H] (hydrogen). Product: NC(C(C(F)(F)F)O)C(C)C (3-amino-4-methyl-1,1,1-trifluoro-2-pentanol), oxalate salt. RXN SMILES: [CH3:1][CH:2]([CH3:13])[CH:3]([N+:10]([O-])=O)[CH:4]([OH:9])[C:5]([F:8])([F:7])[F:6].[H][H]>C(O)(C)C.C(O)(=O)C.[Pd]>[NH2:10][CH:3]([CH:2]([CH3:13])[CH3:1])[CH:4]([OH:9])[C:5]([F:6])([F:7])[F:8]. The reactants are ClC=1C=C(C=CC1)C1=CC=C(C=C1)C[C@@H](C1=NN=NN1)NC(OC(C)(C)C)=O ((S)-tert-butyl 2-(3′-chlorobiphenyl-4-yl)-1-(1H-tetrazol-5-yl)ethylcarbamate), C(=O)(C(F)(F)F)O (TFA). Run in C(Cl)Cl (DCM). Conditions: time 0.5 hour. The product is ClC=1C=C(C=CC1)C1=CC=C(C=C1)C[C@H](N)C1=NN=NN1 ((S)-2-(3′-Chlorobiphenyl-4-yl)-1-(1H-tetrazol-5-yl)ethanamine). RXN SMILES: [Cl:1][C:2]1[CH:3]=[C:4]([C:8]2[CH:13]=[CH:12][C:11]([CH2:14][C@H:15]([NH:21]C(=O)OC(C)(C)C)[C:16]3[NH:20][N:19]=[N:18][N:17]=3)=[CH:10][CH:9]=2)[CH:5]=[CH:6][CH:7]=1.C(O)(C(F)(F)F)=O>C(Cl)Cl>[Cl:1][C:2]1[CH:3]=[C:4]([C:8]2[CH:9]=[CH:10][C:11]([CH2:14][C@@H:15]([C:16]3[NH:20][N:19]=[N:18][N:17]=3)[NH2:21])=[CH:12][CH:13]=2)[CH:5]=[CH:6][CH:7]=1. Procedure: To a solution of (S)-tert-butyl 2-(3′-chlorobiphenyl-4-yl)-1-(1H-tetrazol-5-yl)ethylcarbamate (250 mg, 0.625 mmol) in DCM (5 ml) at room temperature was added TFA (2 ml, 26.0 mmol), and the mixture was stirred at room temperature for 0.5 hour. The mixture was concentrated under reduced pressure and obtained the title compound. LCMS (condition A): 300.1 (M+1); retention time=1.20 min.